Dataset: the Open Reaction Database (ORD), a public repository of structured organic reaction records. Task: describe an organic reaction: reactants, conditions, products, and yield The reactants are BrC1=NC=CC=C1OC (2-bromo-3-methoxypyridine), C(CCC)[Li] (n-butyllithium), [N+](=O)([O-])C1=CC=C(C=O)C=C1 (4-nitrobenzaldehyde), [Li] (lithium). The solvent is O (water), C(C)OCC (diethylether), CCCCCC (hexane), O1CCCC1 (tetrahydrofuran). Run at temperature -78 celsius, time 1 hour. Yields the product [N+](=O)([O-])C1=CC=C(C=C1)CO ((4-nitrophenyl)methanol). Yield: 90.4%. As a reaction SMILES: BrC1C(OC)=CC=CN=1.C([Li])CCC.[Li].[N+:16]([C:19]1[CH:26]=[CH:25][C:22]([CH:23]=[O:24])=[CH:21][CH:20]=1)([O-:18])=[O:17]>C(OCC)C.CCCCCC.O1CCCC1.O>[N+:16]([C:19]1[CH:20]=[CH:21][C:22]([CH2:23][OH:24])=[CH:25][CH:26]=1)([O-:18])=[O:17] |^1:14|. Procedure: To a solution of 2-bromo-3-methoxypyridine (1.00 g) in diethylether (20 ml) was added a solution of n-butyllithium in hexane (1.6M, 3.7 ml) at −78° C., and the mixture was stirred for 1 hour to prepare the lithium salt, which was dropwise added to a solution of 4-nitrobenzaldehyde (0.81 g) in tetrahydrofuran (10 ml) cooled at −78° C. The mixture was stirred at −78° C. To the reaction mixture was added water to stop the reaction, and the mixture was extracted with ethyl acetate. The organic layer... The reactants are [Pd] (palladium), [N+](=O)(O)[O-] (nitric acid). Reaction conditions: time 8 hour. The product is [N+](=O)([O-])[O-].[Pd+2].[N+](=O)([O-])[O-] (palladium nitrate). As a reaction SMILES: [Pd:1].[N+:2]([O-:5])([OH:4])=[O:3]>>[N+:2]([O-:5])([O-:4])=[O:3].[Pd+2:1].[N+:2]([O-:5])([O-:4])=[O:3] |f:2.3.4|. Reported procedure: An organic liquid solution of palladium nitrate was prepared by dissolving 350 g of palladium metal in 500 mL of commercially available concentrated nitric acid. The reaction was stirred overnight and any unreacted metal was removed by filtration. The solution was then standardized. The palladium concentration was determined by weighing a 1 mL aliquot of solution and then firing the aliquot at 1000° C. for 15 minutes. After cooling, the residual metal was weighed and the percent metal of the sol... The reactants are COC(=O)C1CN(C(=O)OCc2ccccc2)C2CCN(C(=O)C(NC(=O)OC(C)(C)C)C3CCCCC3)C12, ClCCl, O=C(O)C(F)(F)F. Yields the product COC(=O)C1CN(C(=O)OCc2ccccc2)C2CCN(C(=O)C(N)C3CCCCC3)C12. As a reaction SMILES: [CH3:1][O:2][C:3](=[O:4])[CH:5]1[CH:6]2[CH:7]([N:8]([C:10](=[O:11])[O:12][CH2:13][c:14]3[cH:15][cH:16][cH:17][cH:18][cH:19]3)[CH2:9]1)[CH2:20][CH2:21][N:22]2[C:23]([CH:24]([CH:25]1[CH2:26][CH2:27][CH2:28][CH2:29][CH2:30]1)[NH:31][C:32]([O:33][C:34]([CH3:35])([CH3:36])[CH3:37])=[O:38])=[O:39].[Cl:47][CH2:48][Cl:49].[F:40][C:41]([F:42])([F:43])[C:44]([OH:45])=[O:46]>>[CH3:1][O:2][C:3](=[O:4])[CH:5]1[CH:6]2[CH:7]([N:8]([C:10](=[O:11])[O:12][CH2:13][c:14]3[cH:15][cH:16][cH:17][cH:18][cH:19]3)[CH2:9]1)[CH2:20][CH2:21][N:22]2[C:23]([CH:24]([CH:25]1[CH2:26][CH2:27][CH2:28][CH2:29][CH2:30]1)[NH2:31])=[O:39]. Reactants: COc1ccc(C2=CCN(C(=O)OC(C)(C)C)CC2)c2sc(NC(=O)c3ccc(CCl)cc3)nc12, C1CCOC1, CNCCOC. Yields the product COCCN(C)Cc1ccc(C(=O)Nc2nc3c(OC)ccc(C4=CCN(C(=O)OC(C)(C)C)CC4)c3s2)cc1. RXN SMILES: [C:1]([CH3:2])([CH3:3])([CH3:4])[O:5][C:6](=[O:7])[N:8]1[CH2:9][CH2:10][C:11]([c:14]2[cH:15][cH:16][c:17]([O:34][CH3:35])[c:18]3[n:19][c:20]([NH:23][C:24]([c:25]4[cH:26][cH:27][c:28]([CH2:31][Cl:32])[cH:29][cH:30]4)=[O:33])[s:21][c:22]23)=[CH:12][CH2:13]1.[CH2:42]1[O:43][CH2:44][CH2:45][CH2:46]1.[CH3:36][O:37][CH2:38][CH2:39][NH:40][CH3:41]>>[C:1]([CH3:2])([CH3:3])([CH3:4])[O:5][C:6](=[O:7])[N:8]1[CH2:9][CH2:10][C:11]([c:14]2[cH:15][cH:16][c:17]([O:34][CH3:35])[c:18]3[n:19][c:20]([NH:23][C:24]([c:25]4[cH:26][cH:27][c:28]([CH2:31][N:40]([CH2:39][CH2:38][O:37][CH3:36])[CH3:41])[cH:29][cH:30]4)=[O:33])[s:21][c:22]23)=[CH:12][CH2:13]1. The reactants are ice water, ClCC(=O)NC1=CC=CC=C1 (Chloroacetanilide), ClS(=O)(=O)O (chlorosulfonic acid), S(=O)(Cl)Cl (thionyl chloride). Conditions: temperature 65 celsius, time 30 minute. Product: ClCC(=O)NC1=CC=C(C=C1)S(=O)(=O)Cl (4-((Chloroacetyl)amino)benzensulfonyl chloride). RXN SMILES: [Cl:1][CH2:2][C:3]([NH:5][C:6]1[CH:11]=[CH:10][CH:9]=[CH:8][CH:7]=1)=[O:4].[Cl:12][S:13](O)(=[O:15])=[O:14].S(Cl)(Cl)=O>>[Cl:1][CH2:2][C:3]([NH:5][C:6]1[CH:11]=[CH:10][C:9]([S:13]([Cl:12])(=[O:15])=[O:14])=[CH:8][CH:7]=1)=[O:4]. Procedure: Chloroacetanilide (4.53 g) is slowly added to chlorosulfonic acid (7.5 mL) at a temperature of 5° C. The solution is heated to 65° C. and thionyl chloride (0.78 mL) is added. After 10 minutes of gas evolution the reaction was cooled to room temperature. The mixture is added to ice/water (2.14 g/3.2 mL) and stirred for 30 minutes. The product was filtered, washed with water (60 mL), placed under vacuum at 50° C. and dried to a constant weight. The product is a white powder, yield: 4.81 g (67%). Starting materials: 1,2,3,4,6-Pentakis(3,4,5-tris(benzyloxy)benzoyl)-β-D-glucopyranoside, C(C1=CC=CC=C1)OC=1C=C(C(=O)[C@@]2(C(O)O[C@@H]([C@]([C@@]2(O)C(C2=CC(=C(C(=C2)OCC2=CC=CC=C2)OCC2=CC=CC=C2)OCC2=CC=CC=C2)=O)(O)C(C2=CC(=C(C(=C2)OCC2=CC=CC=C2)OCC2=CC=CC=C2)OCC2=CC=CC=C2)=O)C(O)C(C2=CC(=C(C(=C2)OCC2=CC=CC=C2)OCC2=CC=CC=C2)OCC2=CC=CC=C2)=O)O)C=C(C1OCC1=CC=CC=C1)OCC1=CC=CC=C1 (2,3,4,6-tetrakis(3,4,5-tris(benzyloxy)benzoyl)-D-glucopyranose). The solvent is C1CCOC1 (THF), CO (MeOH). Reaction conditions: temperature 0 celsius, time 30 minute. Product: C(C1=CC=CC=C1)OC=1C=C(C(=O)[C@@]2([C@@H](O)O[C@@H]([C@]([C@@]2(O)C(C2=CC(=C(C(=C2)OCC2=CC=CC=C2)OCC2=CC=CC=C2)OCC2=CC=CC=C2)=O)(O)C(C2=CC(=C(C(=C2)OCC2=CC=CC=C2)OCC2=CC=CC=C2)OCC2=CC=CC=C2)=O)C(O)C(C2=CC(=C(C(=C2)OCC2=CC=CC=C2)OCC2=CC=CC=C2)OCC2=CC=CC=C2)=O)O)C=C(C1OCC1=CC=CC=C1)OCC1=CC=CC=C1 (2,3,4,6-Tetrakis(3,4,5-tris(benzyloxy)benzoyl)-α-D-glucopyranose). As a reaction SMILES: [CH2:1]([O:8][C:9]1[CH:10]=[C:11]([CH:122]=[C:123]([O:133][CH2:134][C:135]2[CH:140]=[CH:139][CH:138]=[CH:137][CH:136]=2)[C:124]=1[O:125][CH2:126][C:127]1[CH:132]=[CH:131][CH:130]=[CH:129][CH:128]=1)[C:12]([C@@:14]1([OH:121])[C@@:20]([C:22](=[O:53])[C:23]2[CH:28]=[C:27]([O:29][CH2:30][C:31]3[CH:36]=[CH:35][CH:34]=[CH:33][CH:32]=3)[C:26]([O:37][CH2:38][C:39]3[CH:44]=[CH:43][CH:42]=[CH:41][CH:40]=3)=[C:25]([O:45][CH2:46][C:47]3[CH:52]=[CH:51][CH:50]=[CH:49][CH:48]=3)[CH:24]=2)([OH:21])[C@:19]([C:55](=[O:86])[C:56]2[CH:61]=[C:60]([O:62][CH2:63][C:64]3[CH:69]=[CH:68][CH:67]=[CH:66][CH:65]=3)[C:59]([O:70][CH2:71][C:72]3[CH:77]=[CH:76][CH:75]=[CH:74][CH:73]=3)=[C:58]([O:78][CH2:79][C:80]3[CH:85]=[CH:84][CH:83]=[CH:82][CH:81]=3)[CH:57]=2)([OH:54])[C@@H:18]([CH:87]([C:89](=[O:120])[C:90]2[CH:95]=[C:94]([O:96][CH2:97][C:98]3[CH:103]=[CH:102][CH:101]=[CH:100][CH:99]=3)[C:93]([O:104][CH2:105][C:106]3[CH:111]=[CH:110][CH:109]=[CH:108][CH:107]=3)=[C:92]([O:112][CH2:113][C:114]3[CH:119]=[CH:118][CH:117]=[CH:116][CH:115]=3)[CH:91]=2)[OH:88])[O:17][CH:15]1[OH:16])=[O:13])[C:2]1[CH:7]=[CH:6][CH:5]=[CH:4][CH:3]=1>C1COCC1.CO>[CH2:1]([O:8][C:9]1[CH:10]=[C:11]([CH:122]=[C:123]([O:133][CH2:134][C:135]2[CH:140]=[CH:139][CH:138]=[CH:137][CH:136]=2)[C:124]=1[O:125][CH2:126][C:127]1[CH:132]=[CH:131][CH:130]=[CH:129][CH:128]=1)[C:12]([C@@:14]1([OH:121])[C@@:20]([C:22](=[O:53])[C:23]2[CH:28]=[C:27]([O:29][CH2:30][C:31]3[CH:36]=[CH:35][CH:34]=[CH:33][CH:32]=3)[C:26]([O:37][CH2:38][C:39]3[CH:44]=[CH:43][CH:42]=[CH:41][CH:40]=3)=[C:25]([O:45][CH2:46][C:47]3[CH:48]=[CH:49][CH:50]=[CH:51][CH:52]=3)[CH:24]=2)([OH:21])[C@:19]([C:55](=[O:86])[C:56]2[CH:61]=[C:60]([O:62][CH2:63][C:64]3[CH:69]=[CH:68][CH:67]=[CH:66][CH:65]=3)[C:59]([O:70][CH2:71][C:72]3[CH:77]=[CH:76][CH:75]=[CH:74][CH:73]=3)=[C:58]([O:78][CH2:79][C:80]3[CH:85]=[CH:84][CH:83]=[CH:82][CH:81]=3)[CH:57]=2)([OH:54])[C@@H:18]([CH:87]([C:89](=[O:120])[C:90]2[CH:91]=[C:92]([O:112][CH2:113][C:114]3[CH:115]=[CH:116][CH:117]=[CH:118][CH:119]=3)[C:93]([O:104][CH2:105][C:106]3[CH:107]=[CH:108][CH:109]=[CH:110][CH:111]=3)=[C:94]([O:96][CH2:97][C:98]3[CH:99]=[CH:100][CH:101]=[CH:102][CH:103]=3)[CH:95]=2)[OH:88])[O:17][C@@H:15]1[OH:16])=[O:13])[C:2]1[CH:7]=[CH:6][CH:5]=[CH:4][CH:3]=1. Reported procedure: 1,2,3,4,6-Pentakis(3,4,5-tris(benzyloxy)benzoyl)-β-D-glucopyranoside (7.0 g, 3.1 mmol) was dissolved in a mixture of 200 mL of dry THF and 100 mL of dry MeOH and cooled to 0° C. Ammonia gas was bubbled through the solution for 10 min. The reaction was stirred at 0° C. for 30 min and then allowed to warm to rt and stirred for a further period of 2.5 h. Removal of the solvents followed by flash column chromatography eluting with 10%, 25% and then 50%, EtOAc in hexanes furnished 4.16 g (73%) of 2,3... Reactants: C=CCOC(=O)c1cc(OCC=C)c(OCC=C)cc1N, CCO, O. Product: C=CCOc1cc(N)c(C(=O)O)cc1OCC=C. Reaction SMILES: [CH2:1]([CH:2]=[CH2:3])[O:4][c:5]1[cH:6][c:7]([C:8](=[O:9])[O:10][CH2:11][CH:12]=[CH2:13])[c:14]([NH2:21])[cH:15][c:16]1[O:17][CH2:18][CH:19]=[CH2:20].[CH3:22][CH2:23][OH:24].[OH2:25]>>[CH2:1]([CH:2]=[CH2:3])[O:4][c:5]1[cH:6][c:7]([C:8](=[O:9])[OH:10])[c:14]([NH2:21])[cH:15][c:16]1[O:17][CH2:18][CH:19]=[CH2:20].